describe an organic reaction: reactants, conditions, products, and yield From a dataset of the Open Reaction Database (ORD), a public repository of structured organic reaction records. The reactants are CCOC(=O)/N=N/C(=O)OCC (DEAD), ClC1=C(C=CC(=C1)Cl)CCO (2-(2,4-Dichlorophenyl)-ethanol), COC(C1=CC(=CC=C1)O)=O (3-hydroxybenzoic acid methyl ester), C1(=CC=CC=C1)P(C1=CC=CC=C1)C1=CC=CC=C1 (triphenylphosphine). The solvent is O1CCCC1 (tetrahydrofuran), O1CCCC1 (tetrahydrofuran), O1CCCC1 (tetrahydrofuran). Run at temperature 0 celsius, time 45 minute. The product is COC(C1=CC(=CC=C1)OCCC1=C(C=C(C=C1)Cl)Cl)=O (3-[2-(2,4-Dichlorophenyl)-ethoxy]-benzoic acid methyl ester). RXN SMILES: [CH3:1][O:2][C:3](=[O:11])[C:4]1[CH:9]=[CH:8][CH:7]=[C:6]([OH:10])[CH:5]=1.C1(P(C2C=CC=CC=2)C2C=CC=CC=2)C=CC=CC=1.CCOC(/N=N/C(OCC)=O)=O.[Cl:43][C:44]1[CH:49]=[C:48]([Cl:50])[CH:47]=[CH:46][C:45]=1[CH2:51][CH2:52]O>O1CCCC1>[CH3:1][O:2][C:3](=[O:11])[C:4]1[CH:9]=[CH:8][CH:7]=[C:6]([O:10][CH2:52][CH2:51][C:45]2[CH:46]=[CH:47][C:48]([Cl:50])=[CH:49][C:44]=2[Cl:43])[CH:5]=1. Procedure: 2 g (13.1 mmol) of 3-hydroxybenzoic acid methyl ester and 4.75 g (18.1 mmol) of triphenylphosphine were dissolved in 48 ml of anhydrous tetrahydrofuran. The solution was cooled to 0° C. and a solution of 3.04 g (17.5 mmol) DEAD in 7 ml of anhydrous tetrahydrofuran was added dropwise over 20 min. The solution was stirred at RT for 45 min. and a solution of 2.76 g (14.5 mmol) of 2-(2,4-Dichlorophenyl)-ethanol in 3 ml anhydrous tetrahydrofuran was added. The reaction was stirred for 16 h at RT. The...